From a dataset of the Open Reaction Database (ORD), a public repository of structured organic reaction records. describe an organic reaction: reactants, conditions, products, and yield Starting materials: Cc1ccccc1, CCO, [Na+], O=C([O-])O, O, O=C1NC(=O)C(c2cn3c4c(cccc24)CCC3)=C1c1c[nH]c2ccc(Br)cc12, OB(O)c1cccc2ccccc12. Yields the product O=C1NC(=O)C(c2cn3c4c(cccc24)CCC3)=C1c1c[nH]c2ccc(-c3cccc4ccccc34)cc12. Reaction SMILES: [CH3:44][c:45]1[cH:46][cH:47][cH:48][cH:49][cH:50]1.[CH3:51][CH2:52][OH:53].[Na+:58].[O-:54][C:55]([OH:56])=[O:57].[OH2:43].[c:14]1([C:26]2=[C:30]([c:31]3[cH:32][nH:33][c:34]4[cH:35][cH:36][c:37]([Br:40])[cH:38][c:39]34)[C:29](=[O:41])[NH:28][C:27]2=[O:42])[cH:15][n:16]2[c:25]3[c:20]([cH:21][cH:22][cH:23][c:24]13)[CH2:19][CH2:18][CH2:17]2.[c:1]1([B:11]([OH:12])[OH:13])[cH:2][cH:3][cH:4][c:5]2[cH:6][cH:7][cH:8][cH:9][c:10]12>>[c:1]1(-[c:37]2[cH:36][cH:35][c:34]3[nH:33][cH:32][c:31]([C:30]4=[C:26]([c:14]5[cH:15][n:16]6[c:25]7[c:20]([cH:21][cH:22][cH:23][c:24]57)[CH2:19][CH2:18][CH2:17]6)[C:27](=[O:42])[NH:28][C:29]4=[O:41])[c:39]3[cH:38]2)[cH:2][cH:3][cH:4][c:5]2[cH:6][cH:7][cH:8][cH:9][c:10]12.